From a dataset of the Open Reaction Database (ORD), a public repository of structured organic reaction records. describe an organic reaction: reactants, conditions, products, and yield Starting materials: [N+](=O)([O-])C1=CC=C(C=C1)SC=1N(C=CN1)C1=CC=CC=C1 (2-[(4-Nitrophenyl)thio]-1-phenyl-1H-imidazole), hydrochloride salt, Cl (hydrogen chloride). The product is Cl.[N+](=O)([O-])C1=CC=C(C=C1)SC=1N(C=CN1)C1=CC=CC=C1 (2-[(4-Nitrophenyl)thio]-1-phenyl-1H-imidazole hydrochloride). Reaction SMILES: [N+:1]([C:4]1[CH:9]=[CH:8][C:7]([S:10][C:11]2[N:12]([C:16]3[CH:21]=[CH:20][CH:19]=[CH:18][CH:17]=3)[CH:13]=[CH:14][N:15]=2)=[CH:6][CH:5]=1)([O-:3])=[O:2].[ClH:22]>>[ClH:22].[N+:1]([C:4]1[CH:9]=[CH:8][C:7]([S:10][C:11]2[N:12]([C:16]3[CH:21]=[CH:20][CH:19]=[CH:18][CH:17]=3)[CH:13]=[CH:14][N:15]=2)=[CH:6][CH:5]=1)([O-:3])=[O:2] |f:2.3|. Procedure: The product from Example 24 was converted to the hydrochloride salt by treatment with ethanolic hydrogen chloride. After recrystallization from methanol/isopropanol/ether the product was obtained off-white prisms, mp 215°-218° C.